This data is from the Open Reaction Database (ORD), a public repository of structured organic reaction records. The task is: describe an organic reaction: reactants, conditions, products, and yield Starting materials: BrC=1SC2=C(C1)C=C(C=C2)Cl (2-bromo-5-chlorobenzothiophene), CC1=CC=C(C=C1)B(O)O (4-methylbenzeneboronic acid). The solvent is C(C)(=O)OCC (ethyl acetate). Yields the product ClC1=CC2=C(SC(=C2)C2=CC=C(C=C2)C)C=C1 (5-Chloro-2-(4-methylphenyl)benzo[b]thiophene). As a reaction SMILES: Br[C:2]1[S:3][C:4]2[CH:10]=[CH:9][C:8]([Cl:11])=[CH:7][C:5]=2[CH:6]=1.[CH3:12][C:13]1[CH:18]=[CH:17][C:16](B(O)O)=[CH:15][CH:14]=1>C(OCC)(=O)C>[Cl:11][C:8]1[CH:9]=[CH:10][C:4]2[S:3][C:2]([C:16]3[CH:17]=[CH:18][C:13]([CH3:12])=[CH:14][CH:15]=3)=[CH:6][C:5]=2[CH:7]=1. Reported procedure: The compound was prepared in the same manner as described in Preparation 48, Step B, from 2.06 g (8.32 mmol) 2-bromo-5-chlorobenzothiophene and 2.44 g (17.95 mmol) 4-methylbenzeneboronic acid and isolated by crystallization from ethyl acetate. Reactants: FC(C=1C=CC2=C(C(=NCC=3N2C(=NN3)CCl)C3=C(C=CC=C3)Br)C1)(F)F (8-trifluoromethyl-1-(chloromethyl)-6-(o-bromophenyl)-4H-s-triazolo[4,3-a]-[1,4]benzodiazepine), C(CC)NCCC (dipropylamine), [I-].[Na+] (sodium iodide). Product: C(CC)N(CCC)CC1=NN=C2N1C1=C(C(=NC2)C2=C(C=CC=C2)Br)C=C(C=C1)C(F)(F)F (1-[(dipropylamino)methyl]-8-trifluoromethyl-6-(o-bromophenyl)-4H-s-triazolo-[4,3-a][1,4]benzodiazepine). RXN SMILES: [F:1][C:2]([F:27])([F:26])[C:3]1[CH:4]=[CH:5][C:6]2[N:12]3[C:13]([CH2:16]Cl)=[N:14][N:15]=[C:11]3[CH2:10][N:9]=[C:8]([C:18]3[CH:23]=[CH:22][CH:21]=[CH:20][C:19]=3[Br:24])[C:7]=2[CH:25]=1.[CH2:28]([NH:31][CH2:32][CH2:33][CH3:34])[CH2:29][CH3:30].[I-].[Na+]>>[CH2:28]([N:31]([CH2:16][C:13]1[N:12]2[C:6]3[CH:5]=[CH:4][C:3]([C:2]([F:27])([F:26])[F:1])=[CH:25][C:7]=3[C:8]([C:18]3[CH:23]=[CH:22][CH:21]=[CH:20][C:19]=3[Br:24])=[N:9][CH2:10][C:11]2=[N:15][N:14]=1)[CH2:32][CH2:33][CH3:34])[CH2:29][CH3:30] |f:2.3|. Procedure details: In the manner given in Example 1, 8-trifluoromethyl-1-(chloromethyl)-6-(o-bromophenyl)-4H-s-triazolo[4,3-a]-[1,4]benzodiazepine was reacted with dipropylamine in the presence of sodium iodide to give 1-[(dipropylamino)methyl]-8-trifluoromethyl-6-(o-bromophenyl)-4H-s-triazolo-[4,3-a][1,4]benzodiazepine. The reactants are C(=O)(O)[O-].[Na+] (NaHCO3), C(C=1C(N)=CC=CC1)(=O)OC (methyl anthranilate), ClC(C(=O)Cl)C (2-chloropropionyl chloride), CCN(C(C)C)C(C)C (DIEA). Run in C(Cl)Cl (DCM). Run at temperature 0 celsius, time 30 minute. Yields the product COC(C1=C(C=CC=C1)NC(C(C)Cl)=O)=O (2-(2-Chloropropionylamino)Benzoic Acid Methyl Ester). Yield: 96.9%. As a reaction SMILES: [C:1]([O:10][CH3:11])(=[O:9])[C:2]1[C:3](=[CH:5][CH:6]=[CH:7][CH:8]=1)[NH2:4].CCN(C(C)C)C(C)C.[Cl:21][CH:22]([CH3:26])[C:23](Cl)=[O:24].C([O-])(O)=O.[Na+]>C(Cl)Cl>[CH3:11][O:10][C:1](=[O:9])[C:2]1[CH:8]=[CH:7][CH:6]=[CH:5][C:3]=1[NH:4][C:23](=[O:24])[CH:22]([Cl:21])[CH3:26] |f:3.4|. Reported procedure: To methyl anthranilate (5 g, 33.1 mmol) stirring in DCM at 0° C. under N2 was added DIEA (5.1 g, 39.7 mmol) in one portion followed by the dropwise addition of 2-chloropropionyl chloride (4.2 g, 33.1 mmol). The reaction was allowed to stir at 0° C. for 30 min. then warmed to room temperature, stirring for an additional 3 h. The reaction was treated with saturated aqueous solution of NaHCO3 and the resulting biphasic mixture transferred to a separatory funnel. The layers separated and the aqueous... Reactants: C(CC(=O)OCC)(=O)OCC (diethyl malonate), [O-]CC.[Na+] (sodium ethoxide), [O-]CC.[Na+] (sodium ethoxide), BrCCOCCOCCOC (bromo-3,6,9-trioxadecane), solution f, BrCCOCCOCCOC (1-bromo-3,6,9-trioxadecane). Solvent: C(C)O (ethanol), C(C)O (ethanol), C(C)O (ethanol). Run at temperature 50 celsius, time 4 hour. The product is C(C)OC(C(C(=O)OCC)(CCOCCOCCOC)CCOCCOCCOC)=O (diethyl-2,2-bis(3,6,9-trioxadecane-1-yl)malonate). RXN SMILES: [C:1]([O:9][CH2:10][CH3:11])(=[O:8])[CH2:2][C:3]([O:5][CH2:6][CH3:7])=[O:4].[O-:12][CH2:13][CH3:14].[Na+].Br[CH2:17][CH2:18][O:19][CH2:20][CH2:21][O:22][CH2:23][CH2:24][O:25][CH3:26]>C(O)C>[CH2:10]([O:9][C:1](=[O:8])[C:2]([CH2:17][CH2:18][O:19][CH2:20][CH2:21][O:22][CH2:23][CH2:24][O:25][CH3:26])([CH2:14][CH2:13][O:12][CH2:17][CH2:18][O:19][CH2:20][CH2:21][O:22][CH3:23])[C:3]([O:5][CH2:6][CH3:7])=[O:4])[CH3:11] |f:1.2|. Reported procedure: In an inert gas atmosphere and at room temperature, diethyl malonate (1.73 ml) is added dropwise to a solution of sodium ethoxide (0.77 g) in ethanol (25 ml). After warming at 50° C. for 1 hour, a solution of bromo-3,6,9-trioxadecane (2.6 g) in absolute ethanol (8 ml) is added and warming is prosecuted for an additional hour. A second portion of sodium ethoxide (0.77 g) is added and after additional warming for 1 hour at 50° C., the mixture is treated with an additional portion of a solution f 1... Reactants: ClC1=C(C(=O)OC)C=CC=C1S(=O)(=O)Cl (methyl 2-chloro-3-(chlorosulfonyl)benzoate), C(=O)([O-])[O-].[K+].[K+] (K2CO3), solution, CN (methylamine), C1CCOC1 (THF). Run in C1=CC=CC=C1 (benzene). The product is ClC1=C(C(=O)OC)C=CC=C1S(=O)(=O)NC (methyl 2-chloro-3-[(methylamino)sulfonyl]benzoate). Isolated yield 72.0%. Reaction SMILES: [Cl:1][C:2]1[C:11]([S:12](Cl)(=[O:14])=[O:13])=[CH:10][CH:9]=[CH:8][C:3]=1[C:4]([O:6][CH3:7])=[O:5].C([O-])([O-])=O.[K+].[K+].[CH3:22][NH2:23].C1COCC1>C1C=CC=CC=1>[Cl:1][C:2]1[C:11]([S:12]([NH:23][CH3:22])(=[O:14])=[O:13])=[CH:10][CH:9]=[CH:8][C:3]=1[C:4]([O:6][CH3:7])=[O:5] |f:1.2.3|. Reported procedure: To a solution of methyl 2-chloro-3-(chlorosulfonyl)benzoate (608 mg, 2.26 mmol) and K2CO3 (770 mg, 5.6 mmol) in 10 mL benzene was added a 2M solution of methylamine in THF (5.6 mL, 11.2 mmol). Purification of the product (2:1 hex:EtOAc) provided methyl 2-chloro-3-[(methylamino)sulfonyl]benzoate (430 mg, 72%) as a solid. 1H NMR (400 MHz, CDCl3), δ 8.23 (dd, 1H, J=7.9, 1.7 Hz), 7.90 (dd, 1H, J=7.8, 1.7 Hz), 7.48 (t, 1H, J=7.9 Hz), 5.16 (q, 1H, J=5.2 Hz), 3.94 (s, 3H), 2.62 (d, 3H, J=5.3 Hz); ESI-M... Reactants: CC(C)(C)OC(=O)COc1ncc(-c2ccccc2F)cn1, O=C(O)C(F)(F)F. The product is O=C(O)COc1ncc(-c2ccccc2F)cn1. Reaction SMILES: [C:1]([CH3:2])([CH3:3])([CH3:4])[O:5][C:6]([CH2:7][O:8][c:9]1[n:10][cH:11][c:12](-[c:15]2[c:16]([F:21])[cH:17][cH:18][cH:19][cH:20]2)[cH:13][n:14]1)=[O:22].[F:23][C:24]([F:25])([F:26])[C:27]([OH:28])=[O:29]>>[O:5]=[C:6]([CH2:7][O:8][c:9]1[n:10][cH:11][c:12](-[c:15]2[c:16]([F:21])[cH:17][cH:18][cH:19][cH:20]2)[cH:13][n:14]1)[OH:22]. Run at time 3 hour. The product is CC1(CCOCC1)C(=O)OCC (Ethyl 4-methyltetrahydro-2H-pyran-4-carboxylate). The reactants are O1CCC(CC1)C(=O)OCC (ethyl tetrahydro-2H-pyran-4-carboxylate), [Li+].CC(C)[N-]C(C)C (LDA), CI (CH3I). Procedure details: Into a 500-mL three neck round-bottom flask, which was purged and maintained with an inert atmosphere of nitrogen, was placed a solution of ethyl tetrahydro-2H-pyran-4-carboxylate (8 g, 50.6 mmol) in tetrahydrofuran (100 mL). This was followed by the addition of LDA (50 mL, 101.1 mmol, 2M in THF) dropwise at −78° C. and stirred for 3 h. To this was added a solution of CH3I (9.5 mL, 151.9 mmol) in tetrahydrofuran (50 mL) dropwise at −78° C. The reaction mixture was stirred for 3 h at −78° C., the... Isolated yield 91.8%. RXN SMILES: [O:1]1[CH2:6][CH2:5][CH:4]([C:7]([O:9][CH2:10][CH3:11])=[O:8])[CH2:3][CH2:2]1.[Li+].[CH3:13]C([N-]C(C)C)C.CI>O1CCCC1>[CH3:13][C:4]1([C:7]([O:9][CH2:10][CH3:11])=[O:8])[CH2:5][CH2:6][O:1][CH2:2][CH2:3]1 |f:1.2|. The solvent is O1CCCC1 (tetrahydrofuran), O1CCCC1 (tetrahydrofuran). The product is Cc1ccccc1C1CC(=O)c2c(C)cn(S(C)(=O)=O)c2C1. As a reaction SMILES: [C:26](=[O:27])([O-:28])[OH:29].[CH3:21][S:22](=[O:23])(=[O:24])[Cl:25].[CH3:31][N:32]([CH3:33])[CH:34]=[O:35].[CH3:3][c:4]1[cH:5][nH:6][c:7]2[c:12]1[C:11](=[O:13])[CH2:10][CH:9]([c:14]1[c:15]([CH3:20])[cH:16][cH:17][cH:18][cH:19]1)[CH2:8]2.[H-:1].[Na+:2].[Na+:30]>>[CH3:3][c:4]1[cH:5][n:6]([S:22]([CH3:21])(=[O:23])=[O:24])[c:7]2[c:12]1[C:11](=[O:13])[CH2:10][CH:9]([c:14]1[c:15]([CH3:20])[cH:16][cH:17][cH:18][cH:19]1)[CH2:8]2. Reactants: O=C([O-])O, CS(=O)(=O)Cl, CN(C)C=O, Cc1ccccc1C1CC(=O)c2c(C)c[nH]c2C1, [H-], [Na+], [Na+]. Reactants: CCN=C=NCCCN(C)C, CCN(C(C)C)C(C)C, O=C(O)c1cccnc1Cl, O=C(NCC(=O)N1CCNCC1)c1ccc(-c2ccccc2)cc1, CN(C)C=O, O, On1nnc2ccccc21. Product: O=C(NCC(=O)N1CCN(C(=O)c2cccnc2Cl)CC1)c1ccc(-c2ccccc2)cc1. Reaction SMILES: [CH3:30][CH2:31][N:32]=[C:33]=[N:34][CH2:35][CH2:36][CH2:37][N:38]([CH3:39])[CH3:40].[CH:1]([N:2]([CH2:3][CH3:4])[CH:5]([CH3:6])[CH3:7])([CH3:8])[CH3:9].[Cl:10][c:11]1[n:12][cH:13][cH:14][cH:15][c:16]1[C:17](=[O:18])[OH:19].[O:41]=[C:42]([CH2:43][NH:44][C:45](=[O:46])[c:47]1[cH:48][cH:49][c:50](-[c:53]2[cH:54][cH:55][cH:56][cH:57][cH:58]2)[cH:51][cH:52]1)[N:59]1[CH2:60][CH2:61][NH:62][CH2:63][CH2:64]1.[O:65]=[CH:66][N:67]([CH3:68])[CH3:69].[OH2:70].[OH:20][n:21]1[c:22]2[c:23]([cH:24][cH:25][cH:26][cH:27]2)[n:28][n:29]1>>[Cl:10][c:11]1[n:12][cH:13][cH:14][cH:15][c:16]1[C:17](=[O:19])[N:62]1[CH2:61][CH2:60][N:59]([C:42](=[O:41])[CH2:43][NH:44][C:45](=[O:46])[c:47]2[cH:48][cH:49][c:50](-[c:53]3[cH:54][cH:55][cH:56][cH:57][cH:58]3)[cH:51][cH:52]2)[CH2:64][CH2:63]1. Reactants: O=C1N2C=3C(=CC=NC3C=C1)C(C2)CN2CCC(CC2)NC(OC(C)(C)C)=O (1,1-dimethylethyl {1-[(7-oxo-4,5-dihydro-7H-pyrrolo[3,2,1-de]-1,5-naphthyridin-4-yl)methyl]-4-piperidinyl}carbamate), Cl (HCl). Solvent: C(Cl)(Cl)Cl (chloroform). Conditions: temperature 25 celsius, time 1 hour. Product: NC1CCN(CC1)CC1CN2C=3C1=CC=NC3C=CC2=O (4-[(4-amino-1-piperidinyl)methyl]-4,5-dihydro-7H-pyrrolo[3,2,1-de]-1,5-naphthyridin-7-one). Reaction SMILES: [O:1]=[C:2]1[CH:11]=[CH:10][C:9]2[N:8]=[CH:7][CH:6]=[C:5]3[CH:12]([CH2:14][N:15]4[CH2:20][CH2:19][CH:18]([NH:21]C(=O)OC(C)(C)C)[CH2:17][CH2:16]4)[CH2:13][N:3]1[C:4]=23.Cl>C(Cl)(Cl)Cl>[NH2:21][CH:18]1[CH2:19][CH2:20][N:15]([CH2:14][CH:12]2[C:5]3=[CH:6][CH:7]=[N:8][C:9]4[CH:10]=[CH:11][C:2](=[O:1])[N:3]([C:4]=43)[CH2:13]2)[CH2:16][CH2:17]1. Procedure details: To a solution of 1,1-dimethylethyl {1-[(7-oxo-4,5-dihydro-7H-pyrrolo[3,2,1-de]-1,5-naphthyridin-4-yl)methyl]-4-piperidinyl}carbamate (91 mg, 0.24 mmol) in chloroform (1 ml) was added HCl (4M in 1,4-dioxane) (2 ml) and the solution was stirred for 1 hour at 25° C. after which time the solvent was evaporated. The dihydrochloride salt of 4-[(4-amino-1-piperidinyl)methyl]-4,5-dihydro-7H-pyrrolo[3,2,1-de]-1,5-naphthyridin-7-one was used without further purification.